This data is from the Open Reaction Database (ORD), a public repository of structured organic reaction records. The task is: describe an organic reaction: reactants, conditions, products, and yield The reactants are BrC=1C=C(C=CC1C#CC(=O)O)C1=CC=CC=C1 ((3-bromobiphenyl-4-yl)propynoic acid), ClC=1C=C(C=CC1CCN1CCCC1)N (3-chloro-4-(2-pyrrolidin-1-ylethyl)phenylamine). Product: ClC=1C=C(C=CC1CCN1CCCC1)NC(C#CC1=C(C=C(C=C1)C1=CC=CC=C1)Br)=O (3-(3-bromobiphenyl-4-yl)propynoic acid-[3-chloro-4-(2-pyrrolidin-1-ylethyl)phenyl]amide). RXN SMILES: [Br:1][C:2]1[CH:3]=[C:4]([C:13]2[CH:18]=[CH:17][CH:16]=[CH:15][CH:14]=2)[CH:5]=[CH:6][C:7]=1[C:8]#[C:9][C:10]([OH:12])=O.[Cl:19][C:20]1[CH:21]=[C:22]([NH2:33])[CH:23]=[CH:24][C:25]=1[CH2:26][CH2:27][N:28]1[CH2:32][CH2:31][CH2:30][CH2:29]1>>[Cl:19][C:20]1[CH:21]=[C:22]([NH:33][C:10](=[O:12])[C:9]#[C:8][C:7]2[CH:6]=[CH:5][C:4]([C:13]3[CH:18]=[CH:17][CH:16]=[CH:15][CH:14]=3)=[CH:3][C:2]=2[Br:1])[CH:23]=[CH:24][C:25]=1[CH2:26][CH2:27][N:28]1[CH2:29][CH2:30][CH2:31][CH2:32]1. Procedure details: Prepared analogously to Example 2.3.f. from (3-bromobiphenyl-4-yl)propynoic acid and 3-chloro-4-(2-pyrrolidin-1-ylethyl)phenylamine. Yield: 140 mg (27.2% of theory); C27H24BrClN201 (M=507.84); calc.: molecular ion peak (M+H)+: 507/09/11; found: molecular ion peak (M+H)+: 507/09/11. Reactants: ClC=1C2=C(SC1)C(=CC=C2N[C@@H](C(=O)NNC(C2=CC=C(C=C2)C#N)=O)[C@H](C)O)C#N (N′-((2R,3S)-2-(3-chloro-7-cyanobenzo[b]thiophen-4-ylamino)-3-hydroxybutanoyl)-4-cyanobenzohydrazide), CCN(CC)P1(=NC(C)(C)C)N(CCCN1C)C (BEMP), p-TsCl, CO (methanol). The solvent is C1CCOC1 (THF). Conditions: time 8 hour. The product is ClC=1C2=C(SC1)C(=CC=C2N[C@H]([C@H](C)O)C=2OC(=NN2)C2=CC=C(C=C2)C#N)C#N (3-chloro-4-((1R,2S)-1-(5-(4-cyanophenyl)-1,3,4-oxadiazol-2-yl)-2-hydroxypropylamino)benzo[b]thiophene-7-carbonitrile). Isolated yield 9.4%. RXN SMILES: [Cl:1][C:2]1[C:3]2[C:10]([NH:11][C@H:12]([C@@H:27]([OH:29])[CH3:28])[C:13]([NH:15][NH:16][C:17](=O)[C:18]3[CH:23]=[CH:22][C:21]([C:24]#[N:25])=[CH:20][CH:19]=3)=[O:14])=[CH:9][CH:8]=[C:7]([C:30]#[N:31])[C:4]=2[S:5][CH:6]=1.CCN(P1(N(C)CCCN1C)=NC(C)(C)C)CC.CO>C1COCC1>[Cl:1][C:2]1[C:3]2[C:10]([NH:11][C@@H:12]([C:13]3[O:14][C:17]([C:18]4[CH:19]=[CH:20][C:21]([C:24]#[N:25])=[CH:22][CH:23]=4)=[N:16][N:15]=3)[C@@H:27]([OH:29])[CH3:28])=[CH:9][CH:8]=[C:7]([C:30]#[N:31])[C:4]=2[S:5][CH:6]=1. Procedure details: To a solution of N′-((2R,3S)-2-(3-chloro-7-cyanobenzo[b]thiophen-4-ylamino)-3-hydroxybutanoyl)-4-cyanobenzohydrazide (0.83 g, 1.83 mmol) in THF (150 mL) was added PS-BEMP (2.5 g, 5.50 mmol, ˜2.2 mmol/g) and p-TsCl (383 mg, 2.00 mmol) at room temperature. The mixture was stirred at room temperature overnight, then methanol (5 mL) was added to quench the reaction. The resin was filtered and washed with MeOH (400 mL). The combined filtrate was concentrated to give a residue, which was purified by f... Reactants: COC=1C=C(C(=O)OC)C=CC1C1=CSC=C1C (methyl 3-methoxy-4-(4-methyl-3-thienyl)benzoate), [OH-].[Na+] (sodium hydroxide). The solvent is O (water), CCO (EtOH). Reaction conditions: temperature 60 celsius, time 1 hour. Yields the product COC=1C=C(C(=O)O)C=CC1C1=CSC=C1C (3-methoxy-4-(4-methyl-3-thienyl)benzoic acid). Yield: 83.1%. As a reaction SMILES: [CH3:1][O:2][C:3]1[CH:4]=[C:5]([CH:10]=[CH:11][C:12]=1[C:13]1[C:17]([CH3:18])=[CH:16][S:15][CH:14]=1)[C:6]([O:8]C)=[O:7].[OH-].[Na+]>CCO.O>[CH3:1][O:2][C:3]1[CH:4]=[C:5]([CH:10]=[CH:11][C:12]=1[C:13]1[C:17]([CH3:18])=[CH:16][S:15][CH:14]=1)[C:6]([OH:8])=[O:7] |f:1.2|. Procedure details: To a solution of methyl 3-methoxy-4-(4-methyl-3-thienyl)benzoate obtained in step 1 (2.30 g; 8.77 mmol) in EtOH (70 mL), was added at RT an aqueous solution of sodium hydroxide (5 M; 5.26 mL; 26.31 mmol). The reaction mixture was stirred at 60° C. for one hour. The reaction mixture was concentrated under vacuum to give a brown solid. It was taken up in water and the aqueous phase was washed twice with EtOAc. Aqueous phase was acidified with concentrated HCl (2 mL) to pH 2. Then it was concentrat... The reactants are [OH-].[Na+] (sodium hydroxide), CC1=C(C(=CC=C1)C)N=C=O (2,6-dimethylphenylisocyanate), Cl (hydrochloric acid), S(=O)(=O)(O)O.C(N)(=N)N1OCCC1 (N-amidinoisooxazolidine sulfate), ( 5.0 ), S(=O)(=O)([O-])[O-].[Na+].[Na+] (sodium sulfate), [N-]=C=O (isocyanate). The solvent is O1CCCC1 (tetrahydrofuran), O1CCCC1 (tetrahydrofuran), C(C)(=O)OCC (ethyl acetate), CO (methanol). Yields the product Cl.CC1=C(C(=CC=C1)C)NC(=O)NC(=N)N1OCCC1 (N-[(2,6-dimethylphenylcarbamoyl)amidino]isooxazolidine hydrochloride). RXN SMILES: [OH-].[Na+].S(O)(O)(=O)=O.[C:8]([N:11]1[CH2:15][CH2:14][CH2:13][O:12]1)(=[NH:10])[NH2:9].S([O-])([O-])(=O)=O.[Na+].[Na+].[CH3:23][C:24]1[CH:29]=[CH:28][CH:27]=[C:26]([CH3:30])[C:25]=1[N:31]=[C:32]=[O:33].[N-]=C=O.[ClH:37]>O1CCCC1.CO.C(OCC)(=O)C>[ClH:37].[CH3:30][C:26]1[CH:27]=[CH:28][CH:29]=[C:24]([CH3:23])[C:25]=1[NH:31][C:32]([NH:10][C:8]([N:11]1[CH2:15][CH2:14][CH2:13][O:12]1)=[NH:9])=[O:33] |f:0.1,2.3,4.5.6,13.14|. Reported procedure: To 2.9 g. (36.0 mmol) of fifty percent (w/w) sodium hydroxide suspended in tetrahydrofuran (50 ml.) is added 6.0 g. (18.0 mmol) of N-amidinoisooxazolidine sulfate and the mixture stirred for one hour. Five (5.0) grams of anhydrous sodium sulfate are added and the mixture stirred for an additional hour. To this mixture are added 5.4 g. (36.0 mmol) of 2,6-dimethylphenylisocyanate and the mixture stirred for three hours. Thin layer chromotography (ethyl acetate) showed no starting isocyanate so the... The reactants are C(CC)(=O)CC(=O)OCC (ethyl propionylacetate), C(CC(=O)C)(=O)OCC (ethyl acetoacetate). Yields the product CC(C(=O)OCC)C(CC)=O (ethyl 2-methyl-3-oxo-valerate). Yield: 45.0%. Reaction SMILES: [C:1]([CH2:5][C:6]([O:8][CH2:9][CH3:10])=[O:7])(=[O:4])[CH2:2][CH3:3].[C:11](OCC)(=O)CC(C)=O>>[CH3:11][CH:5]([C:1](=[O:4])[CH2:2][CH3:3])[C:6]([O:8][CH2:9][CH3:10])=[O:7]. Reported procedure: The target product was prepared following the procedure as described in step 1) of Preparation Example 3, except for that ethyl propionylacetate was used to replace for ethyl acetoacetate. Yield 45%. The reactants are CCN(C(C)C)C(C)C (DIPEA), C1(=CC=CC=C1)C1=CC(=NN1)C(=O)NCC(=O)O ([(5-phenyl-1H-pyrazole-3-carbonyl)-amino]-acetic acid), CCN=C=NCCCN(C)C.Cl (EDCI.HCl), Cl.CC1=NC=CC=C1OC1CCNCC1 (2-methyl-3-(piperidin-4-yloxy)-pyridine hydrochloride), C=1C=CC2=C(C1)N=NN2O (HOBt), Intermediate 15. Solvent: CN(C)C=O (DMF), O (water). Conditions: time 8 hour. The product is CC1=NC=CC=C1OC1CCN(CC1)C(CNC(=O)C1=NNC(=C1)C1=CC=CC=C1)=O (5-phenyl-1H-pyrazole-3-carboxylic acid {2-[4-(2-methyl-pyridin-3-yloxy)-piperidin-1-yl]-2-oxo-ethyl}-amide). The yield is 45.3%. RXN SMILES: CCN(C(C)C)C(C)C.[C:10]1([C:16]2[NH:20][N:19]=[C:18]([C:21]([NH:23][CH2:24][C:25]([OH:27])=O)=[O:22])[CH:17]=2)[CH:15]=[CH:14][CH:13]=[CH:12][CH:11]=1.C1C=CC2N(O)N=NC=2C=1.CCN=C=NCCCN(C)C.Cl.Cl.[CH3:51][C:52]1[C:57]([O:58][CH:59]2[CH2:64][CH2:63][NH:62][CH2:61][CH2:60]2)=[CH:56][CH:55]=[CH:54][N:53]=1>CN(C=O)C.O>[CH3:51][C:52]1[C:57]([O:58][CH:59]2[CH2:64][CH2:63][N:62]([C:25](=[O:27])[CH2:24][NH:23][C:21]([C:18]3[CH:17]=[C:16]([C:10]4[CH:11]=[CH:12][CH:13]=[CH:14][CH:15]=4)[NH:20][N:19]=3)=[O:22])[CH2:61][CH2:60]2)=[CH:56][CH:55]=[CH:54][N:53]=1 |f:3.4,5.6|. Procedure details: DIPEA (193 mg, 1.5 mmol) was added to a stirred solution of [(5-phenyl-1H-pyrazole-3-carbonyl)-amino]-acetic acid (127 mg, 0.5 mmol) in DMF (2 mL) followed by HOBt (67 mg, 0.5 mmol) and EDCI.HCl (105 mg, 0.55 mmol). After 2 minutes 2-methyl-3-(piperidin-4-yloxy)-pyridine hydrochloride (100 mg, 0.5 mmol) (prepared by method used for the synthesis of Intermediate 15) was added to the reaction mixture and stirring was continued at ambient temperature overnight. The reaction mixture was diluted with... The reactants are esters, C(CCC)(=O)OCC (ethyl butyrate), C(CCC)(=O)OCC (ethyl butyrate), CCC(CC)O (3-pentanol), C(CCC)(=O)OC(CC)CC (3-pentyl butyrate). Run in C(C)O (ethanol). The product is C(C)(=O)OC(CC)CC (3-pentyl acetate). As a reaction SMILES: C(OCC)(=O)CCC.CCC(O)CC.[C:15]([O:20][CH:21]([CH2:24][CH3:25])[CH2:22][CH3:23])(=[O:19])[CH2:16]CC>C(O)C>[C:15]([O:20][CH:21]([CH2:24][CH3:25])[CH2:22][CH3:23])(=[O:19])[CH3:16]. Reported procedure: These reactions were also studied with unsymmetrical esters. The reaction of ethyl butyrate with 3-pentanol in the presence of 1 mol % of 1 under refluxing toluene led to 75% conversion of ethyl butyrate with the formation of 73% of 3-pentyl butyrate as the exclusive product (entry 16). Traces of 3-pentyl acetate, resulting from reaction with the formed ethanol, were also observed. The remaining ethanol probably evaporated from the reaction mixture under the reflux conditions. Similarly, the rea... The reactants are ClC1=C(C=O)C(=CC=C1)Cl (2,6-dichlorobenzaldehyde), CC(=O)C (acetone), [OH-].[Na+] (sodium hydroxide). The solvent is O (water), O (water). Run at temperature 0 celsius, time 0.5 hour. Yields the product ClC1=C(C(=CC=C1)Cl)/C=C/C(C)=O ((E)-4-(2,6-dichloro-phenyl)-but-3-en-2-one). Yield: 97.6%. Reaction SMILES: [Cl:1][C:2]1[CH:9]=[CH:8][CH:7]=[C:6]([Cl:10])[C:3]=1[CH:4]=O.[CH3:11][C:12]([CH3:14])=[O:13].[OH-].[Na+]>O>[Cl:1][C:2]1[CH:9]=[CH:8][CH:7]=[C:6]([Cl:10])[C:3]=1/[CH:4]=[CH:11]/[C:12](=[O:13])[CH3:14] |f:2.3|. Procedure: A round bottom flask equipped with magnetic stirrer and nitrogen inlet was charged with 2,6-dichlorobenzaldehyde (5.0 g, 28.57 mmol), acetone (42 ml, 0.571 mol) and water (20 ml). The mixture was cooled to 0° C. and a solution of sodium hydroxide (1.14 g, 28.57 mmol) in water (20 ml) was added drop wise during 1 hour to the vigorous stirred suspension. The reaction mixture was stirred for an additional 0.5 hour. The reaction mixture was concentrated in vacuo, poured onto 10% HCl (100 ml) and ext... The reactants are CC1=CC=C(C=C1)C1=CC(=CC(=C1)OC1=NC=CC=C1)C(=O)OC (methyl 4′-methyl-5-(pyridin-2-yloxy)biphenyl-3-carboxylate), [OH-].[Li+] (lithium hydroxide), Cl (HCl). Conditions: time 8 hour. Reported procedure: To a stirred solution of methyl 4′-methyl-5-(pyridin-2-yloxy)biphenyl-3-carboxylate (460 mg, 1.4 mmol) in tetrahydrofuran (20 mL) was added 2.5 M aqueous lithium hydroxide solution (5.6 mL, 14 mmol). After being stirred at room temperature overnight, the mixture was acidified to pH=5 by addition of 2N aq. HCl and extracted with EtOAc. The organic layer was dried over sodium sulfate, filtered, and concentrated to afford the title compound. 1H NMR (CD3OD, 300 MHz): 8.17 (d, 1H, J=3.2 Hz), 8.11 (s,... As a reaction SMILES: [CH3:1][C:2]1[CH:7]=[CH:6][C:5]([C:8]2[CH:13]=[C:12]([O:14][C:15]3[CH:20]=[CH:19][CH:18]=[CH:17][N:16]=3)[CH:11]=[C:10]([C:21]([O:23]C)=[O:22])[CH:9]=2)=[CH:4][CH:3]=1.[OH-].[Li+].Cl>O1CCCC1>[CH3:1][C:2]1[CH:3]=[CH:4][C:5]([C:8]2[CH:13]=[C:12]([O:14][C:15]3[CH:20]=[CH:19][CH:18]=[CH:17][N:16]=3)[CH:11]=[C:10]([C:21]([OH:23])=[O:22])[CH:9]=2)=[CH:6][CH:7]=1 |f:1.2|. Product: CC1=CC=C(C=C1)C1=CC(=CC(=C1)OC1=NC=CC=C1)C(=O)O (4′-Methyl-5-(pyridin-2-yloxy)biphenyl-3-carboxylic acid). The solvent is O1CCCC1 (tetrahydrofuran). The reactants are BrCCCCN1C2=NC(=NC(=C2N=C1OC)N)OCCCC (9-(4-Bromobutyl)-2-butoxy-8-methoxy-9H-purine-6-amine), BrCC=1C=C(C=CC1)CC(=O)OC (methyl [3-(bromomethyl)phenyl]acetate), N1(CCOCC1)CCN ((2-morpholin-4-ylethyl)amine), C([O-])([O-])=O.[K+].[K+] (potassium carbonate). The product is NC1=C2NC(N(C2=NC(=N1)OCCCC)CCCCN(CCN1CCOCC1)CC=1C=C(C=CC1)CC(=O)OC)=O (Methyl (3-{[[4-(6-amino-2-butoxy-8-oxo-7,8-dihydro-9H-purin-9-yl)butyl](2-morpholin-4-ylethyl)amino]methyl}phenyl)acetate). As a reaction SMILES: Br[CH2:2][CH2:3][CH2:4][CH2:5][N:6]1[C:14]([O:15]C)=[N:13][C:12]2[C:7]1=[N:8][C:9]([O:18][CH2:19][CH2:20][CH2:21][CH3:22])=[N:10][C:11]=2[NH2:17].[N:23]1([CH2:29][CH2:30][NH2:31])[CH2:28][CH2:27][O:26][CH2:25][CH2:24]1.C(=O)([O-])[O-].[K+].[K+].Br[CH2:39][C:40]1[CH:41]=[C:42]([CH2:46][C:47]([O:49][CH3:50])=[O:48])[CH:43]=[CH:44][CH:45]=1>>[NH2:17][C:11]1[N:10]=[C:9]([O:18][CH2:19][CH2:20][CH2:21][CH3:22])[N:8]=[C:7]2[C:12]=1[NH:13][C:14](=[O:15])[N:6]2[CH2:5][CH2:4][CH2:3][CH2:2][N:31]([CH2:39][C:40]1[CH:41]=[C:42]([CH2:46][C:47]([O:49][CH3:50])=[O:48])[CH:43]=[CH:44][CH:45]=1)[CH2:30][CH2:29][N:23]1[CH2:28][CH2:27][O:26][CH2:25][CH2:24]1 |f:2.3.4|. Procedure: Using the compound obtained in Example 2-13 step (i) (500 mg), (2-morpholin-4-ylethyl)amine (1 ml), potassium carbonate (206 mg) and methyl [3-(bromomethyl)phenyl]acetate (180 mg), the same manner to Example 2-29 was conducted to give the titled compound as a white solid. Yield: 100 mg (13%); mp 189-190° C., MS APCI+ve 570 (M+H).